Dataset: the Open Reaction Database (ORD), a public repository of structured organic reaction records. Task: describe an organic reaction: reactants, conditions, products, and yield Reaction SMILES: Cl[N:2]1[NH:10][C:9]2[C:4](=[N:5][CH:6]=[N:7][CH:8]=2)[S:3]1.[NH2:11][CH:12]1[CH2:20][C:19]2[C:14](=[CH:15][CH:16]=[CH:17][CH:18]=2)[CH2:13]1>>[CH2:13]1[C:14]2[C:19](=[CH:18][CH:17]=[CH:16][CH:15]=2)[CH2:20][CH:12]1[NH:11][N:2]1[NH:10][C:9]2[C:4](=[N:5][CH:6]=[N:7][CH:8]=2)[S:3]1. Yield: 51.7%. Procedure details: Using 2-chloro-1-thia-2,3,5,7-tetraazaindene (50 mg, 0.29 mmol) (see J. Org. Chem. 26, 4961 (1961), J. Chem. Soc. (C) 1856 (1967)) and 2-aminoindan (120 mg, 0.90 mmol), a similar procedure to Production Example 190 was carried out. The product obtained was purified by silica gel chromatography (hexane:ethyl acetate=3:1) to obtain the title compound (41 mg, 0.15 mmol) having the following physical properties: The product is C1C(CC2=CC=CC=C12)NN1SC2=NC=NC=C2N1 (2-(2-Indanylamino)-1-thia-2,3,5,7-tetraazaindene). The reactants are ClN1SC2=NC=NC=C2N1 (2-chloro-1-thia-2,3,5,7-tetraazaindene), NC1CC2=CC=CC=C2C1 (2-aminoindan). Reactants: C(C)(C)(C)C=1N=C(C=2C(N1)=NN(N2)CC)N2CC(CC2)(F)F (5-tert-Butyl-7-(3,3-difluoro-pyrrolidin-1-yl)-2-ethyl-2H-[1,2,3]triazolo[4,5-d]pyrimidine), FC1(CN(CC1)C=1C2=C(N=C(N1)OCC(C)(C)C)NN=N2)F (7-(3,3-Difluoro-pyrrolidin-1-yl)-5-(2,2-dimethyl-propoxy)-3H-[1,2,3]triazolo[4,5-d]pyrimidine), ClCC1=NN=NN1C (5-(chloromethyl)-1-methyl-1H-tetrazole). Product: FC1(CN(CC1)C=1C=2C(N=C(N1)OCC(C)(C)C)=NN(N2)CC2=NN=NN2C)F (7-(3,3-Difluoro-pyrrolidin-1-yl)-5-(2,2-dimethyl-propoxy)-2-(1-methyl-1H-tetrazol-5-ylmethyl)-2H-[1,2,3]triazolo[4,5-d]pyrimidine). As a reaction SMILES: C([C:5]1N=C(N2CCC(F)(F)C2)[C:8]2[C:9](=[N:11][N:12](CC)[N:13]=2)[N:10]=1)(C)(C)C.[F:23][C:24]1([F:44])[CH2:28][CH2:27][N:26]([C:29]2[C:30]3[N:43]=[N:42][NH:41][C:31]=3[N:32]=[C:33]([O:35][CH2:36][C:37]([CH3:40])([CH3:39])[CH3:38])[N:34]=2)[CH2:25]1.ClCC1N(C)N=NN=1>>[F:44][C:24]1([F:23])[CH2:28][CH2:27][N:26]([C:29]2[C:30]3[C:31](=[N:41][N:42]([CH2:8][C:9]4[N:10]([CH3:5])[N:13]=[N:12][N:11]=4)[N:43]=3)[N:32]=[C:33]([O:35][CH2:36][C:37]([CH3:38])([CH3:39])[CH3:40])[N:34]=2)[CH2:25]1. Reported procedure: In analogy to the procedure described for the synthesis of 5-tert-butyl-7-(3,3-difluoro-pyrrolidin-1-yl)-2-ethyl-2H-[1,2,3]triazolo[4,5-d]pyrimidine (example 3, step b), the title compound was prepared from 7-(3,3-Difluoro-pyrrolidin-1-yl)-5-(2,2-dimethyl-propoxy)-3H-[1,2,3]triazolo[4,5-d]pyrimidine and 5-(chloromethyl)-1-methyl-1H-tetrazole. MS (m/e): 409.4 (MH+). Reactants: [H-].[Na+] (Sodium hydride), O\N=C(\C(=O)OCC)/C1=CC=C(C=C1)OC1=CC=CC=C1 (ethyl E-2-hydroxyimino-2-(4-phenoxylphenyl)acetate), ClCC1=CC=C(OCC=2N=C(OC2C)C2=CC=CC=C2)C=C1 (4-(4-chloromethylphenoxymethyl)-5-methyl-2-phenyloxazole), Cl (HCl), C([O-])(O)=O.[Na+] (sodium bicarbonate). Run in CN(C=O)C (N,N-dimethylformamide). Reaction conditions: time 1 hour. Yields the product CC1=C(N=C(O1)C1=CC=CC=C1)COC1=CC=C(CO\N=C(\C(=O)O)/C2=CC=C(C=C2)OC2=CC=CC=C2)C=C1 (E-2-[4-(5-methyl-2-phenyl-4-oxazolylmethoxy)benzyloxyimino]-2-(4-phenoxyphenyl)acetic acid). Yield: 81.0%. As a reaction SMILES: [H-].[Na+].[OH:3]/[N:4]=[C:5](\[C:11]1[CH:16]=[CH:15][C:14]([O:17][C:18]2[CH:23]=[CH:22][CH:21]=[CH:20][CH:19]=2)=[CH:13][CH:12]=1)/[C:6]([O:8]CC)=[O:7].Cl[CH2:25][C:26]1[CH:45]=[CH:44][C:29]([O:30][CH2:31][C:32]2[N:33]=[C:34]([C:38]3[CH:43]=[CH:42][CH:41]=[CH:40][CH:39]=3)[O:35][C:36]=2[CH3:37])=[CH:28][CH:27]=1.Cl.C(=O)(O)[O-].[Na+]>CN(C)C=O>[CH3:37][C:36]1[O:35][C:34]([C:38]2[CH:39]=[CH:40][CH:41]=[CH:42][CH:43]=2)=[N:33][C:32]=1[CH2:31][O:30][C:29]1[CH:28]=[CH:27][C:26]([CH2:25][O:3]/[N:4]=[C:5](\[C:11]2[CH:12]=[CH:13][C:14]([O:17][C:18]3[CH:19]=[CH:20][CH:21]=[CH:22][CH:23]=3)=[CH:15][CH:16]=2)/[C:6]([OH:8])=[O:7])=[CH:45][CH:44]=1 |f:0.1,5.6|. Reported procedure: Sodium hydride (60% in oil, 127 mg) was added under a nitrogen atmosphere to a solution of ethyl E-2-hydroxyimino-2-(4-phenoxylphenyl)acetate (910 mg) and 4-(4-chloromethylphenoxymethyl)-5-methyl-2-phenyloxazole (1.00 g) in N,N-dimethylformamide (10 ml) at room temperature and the mixture was stirred for 1 hour. After adding 1N HCl (5 ml), aqueous sodium bicarbonate was added, and then the mixture was extracted with ethyl acetate. The ethyl acetate layer was washed with saturated aqueous sodium ...